This data is from the Open Reaction Database (ORD), a public repository of structured organic reaction records. The task is: describe an organic reaction: reactants, conditions, products, and yield Starting materials: C(C)(C)(C)OC(=O)N1CCN(CC1)C1=NC=2N(C(N(C(C2N1C1=C(C=CC=C1)Cl)=O)C)=O)C (4-[7-(2-Chlorophenyl)-1,3-dimethyl-2,6-dioxo-2,3,6,7-tetrahydro-1H-purin-8-yl]piperazine-1-carboxylic acid tert-butyl ester). Solvent: FC(C(=O)O)(F)F (trifluoroacetic acid). Conditions: time 30 minute. The product is ClC1=C(C=CC=C1)N1C(=NC=2N(C(N(C(C12)=O)C)=O)C)N1CCNCC1 (7-(2-Chlorophenyl)-1,3-dimethyl-8-(piperazin-1-yl)-3,7-dihydropurine 2,6-dione). The yield is 135.4%. RXN SMILES: C(OC([N:8]1[CH2:13][CH2:12][N:11]([C:14]2[N:22]([C:23]3[CH:28]=[CH:27][CH:26]=[CH:25][C:24]=3[Cl:29])[C:21]3[C:20](=[O:30])[N:19]([CH3:31])[C:18](=[O:32])[N:17]([CH3:33])[C:16]=3[N:15]=2)[CH2:10][CH2:9]1)=O)(C)(C)C>FC(F)(F)C(O)=O>[Cl:29][C:24]1[CH:25]=[CH:26][CH:27]=[CH:28][C:23]=1[N:22]1[C:21]2[C:20](=[O:30])[N:19]([CH3:31])[C:18](=[O:32])[N:17]([CH3:33])[C:16]=2[N:15]=[C:14]1[N:11]1[CH2:10][CH2:9][NH:8][CH2:13][CH2:12]1. Reported procedure: 4-[7-(2-Chlorophenyl)-1,3-dimethyl-2,6-dioxo-2,3,6,7-tetrahydro-1H-purin-8-yl]piperazine-1-carboxylic acid tert-butyl ester (102 mg) was dissolved in trifluoroacetic acid (5 ml), and the solution was stirred at room temperature for 30 minutes. After the solvent was removed, the residue was purified by column chromatography using NH-silica gel to obtain 109 mg of the title compound from a fraction eluted with ethyl acetate-methanol (9:1).